Dataset: the Open Reaction Database (ORD), a public repository of structured organic reaction records. Task: describe an organic reaction: reactants, conditions, products, and yield The reactants are Cl (hydrochloric acid), C(C)(=O)C=1C=C2C(N(C(N(C2=CC1)C)=O)C1CCN(CC1)C1=NC=NC2=CC(=C(C=C12)OC)OC)=O (6-Acetyl-3-[1-(6,7-dimethoxy-4-quinazolinyl)-4-piperidinyl]-1,2,3,4-tetrahydro-1-methyl-2,4-dioxoquinazoline), BrO (hypobromous acid), BrBr (bromine), aqueous solution, [OH-].[Na+] (sodium hydroxide). Solvent: C(Cl)(Cl)Cl (chloroform), O1CCOCC1 (1,4-dioxane), O1CCOCC1 (1,4-dioxane). Run at time 1 day. The product is C(=O)(O)C=1C=C2C(N(C(N(C2=CC1)C)=O)C1CCN(CC1)C1=NC=NC2=CC(=C(C=C12)OC)OC)=O (6-Carboxy-3-[1-(6,7-dimethoxy-4-quinazolinyl)-4-piperidinyl]-1,2,3,4-tetrahydro-1-methyl-2,4-dioxoquinazoline). Yield: 21.3%. Reaction SMILES: [C:1]([C:4]1[CH:5]=[C:6]2[C:11](=[CH:12][CH:13]=1)[N:10]([CH3:14])[C:9](=[O:15])[N:8]([CH:16]1[CH2:21][CH2:20][N:19]([C:22]3[C:31]4[C:26](=[CH:27][C:28]([O:34][CH3:35])=[C:29]([O:32][CH3:33])[CH:30]=4)[N:25]=[CH:24][N:23]=3)[CH2:18][CH2:17]1)[C:7]2=[O:36])(=[O:3])C.Br[OH:38].BrBr.[OH-].[Na+].Cl>O1CCOCC1.C(Cl)(Cl)Cl>[C:1]([C:4]1[CH:5]=[C:6]2[C:11](=[CH:12][CH:13]=1)[N:10]([CH3:14])[C:9](=[O:15])[N:8]([CH:16]1[CH2:17][CH2:18][N:19]([C:22]3[C:31]4[C:26](=[CH:27][C:28]([O:34][CH3:35])=[C:29]([O:32][CH3:33])[CH:30]=4)[N:25]=[CH:24][N:23]=3)[CH2:20][CH2:21]1)[C:7]2=[O:36])([OH:3])=[O:38] |f:3.4|. Procedure details: In a solvent mixture of 30 ml of 1,4-dioxane and 5 ml of chloroform was suspended 245.0 mg (0.50 mmol) of Compound 63 obtained in Example 50. The suspension was added to a solution of hypobromous acid (3 mmol) which was prepared by adding 0.15 ml of bromine to a solvent mixture of 3 ml of a 2N aqueous solution of sodium hydroxide and 1 ml of 1,4-dioxane under ice cooling. The mixture was stirred at room temperature for one day, and then neutralized by addition of 4N hydrochloric acid, followed b... Reactants: Br, CCCc1c(Cn2ccnc2-c2ncccc2F)ncn2nc(N)nc12, O=N[O-], [NH4+], [Na+], [OH-], O. The product is CCCc1c(Cn2ccnc2-c2ncccc2F)ncn2nc(Br)nc12. Reaction SMILES: [BrH:33].[F:1][c:2]1[c:3](-[c:8]2[n:9]([CH2:13][c:14]3[c:15]([CH2:24][CH2:25][CH3:26])[c:16]4[n:17]([cH:18][n:19]3)[n:20][c:21]([NH2:23])[n:22]4)[cH:10][cH:11][n:12]2)[n:4][cH:5][cH:6][cH:7]1.[N:27]([O-:28])=[O:29].[NH4+:32].[Na+:30].[OH-:31].[OH2:34]>>[F:1][c:2]1[c:3](-[c:8]2[n:9]([CH2:13][c:14]3[c:15]([CH2:24][CH2:25][CH3:26])[c:16]4[n:17]([cH:18][n:19]3)[n:20][c:21]([Br:33])[n:22]4)[cH:10][cH:11][n:12]2)[n:4][cH:5][cH:6][cH:7]1. The reactants are [Al+3], C1CCOC1, CN1CCOC2(CCN(c3ccc(C#N)cc3)CC2)C1, [H-], [H-], [H-], [H-], [Li+], [Na+], [Na+], O=S(=O)([O-])[O-]. The product is CN1CCOC2(CCN(c3ccc(CN)cc3)CC2)C1. RXN SMILES: [Al+3:2].[CH2:34]1[O:35][CH2:36][CH2:37][CH2:38]1.[CH3:7][N:8]1[CH2:9][CH2:10][O:11][C:12]2([CH2:13]1)[CH2:14][CH2:15][N:16]([c:19]1[cH:20][cH:21][c:22]([C:23]#[N:24])[cH:25][cH:26]1)[CH2:17][CH2:18]2.[H-:1].[H-:4].[H-:5].[H-:6].[Li+:3].[Na+:27].[Na+:28].[O-:29][S:30](=[O:31])(=[O:32])[O-:33]>>[CH3:7][N:8]1[CH2:9][CH2:10][O:11][C:12]2([CH2:13]1)[CH2:14][CH2:15][N:16]([c:19]1[cH:20][cH:21][c:22]([CH2:23][NH2:24])[cH:25][cH:26]1)[CH2:17][CH2:18]2. The reactants are Cl (hydrochloric acid), CSC=1NC=C(N1)C1=CC=C(C=C1)[N+](=O)[O-] (2-methylthio-4-(4-nitro-phenyl)-1H-imidazole), [Sn] (tin). Solvent: O (water). Reaction conditions: temperature 100 celsius, time 3 hour. The product is CSC=1NC=C(N1)C1=CC=C(C=C1)N (2-Methylthio-4-(4-amino-phenyl)-1H-imidazole). Yield: 58.5%. Reaction SMILES: Cl.[CH3:2][S:3][C:4]1[NH:5][CH:6]=[C:7]([C:9]2[CH:14]=[CH:13][C:12]([N+:15]([O-])=O)=[CH:11][CH:10]=2)[N:8]=1.[Sn]>O>[CH3:2][S:3][C:4]1[NH:5][CH:6]=[C:7]([C:9]2[CH:14]=[CH:13][C:12]([NH2:15])=[CH:11][CH:10]=2)[N:8]=1 |^3:17|. Procedure details: Concentrated hydrochloric acid (60 ml) was added dropwise to a stirred suspension of 2-methylthio-4-(4-nitro-phenyl)-1H-imidazole (5.88 g) and granulated tin (8.9 g) in water (25 ml). After an additional 3 hours of stirring at 100° C., the mixture was cooled to room temperature and filtered. The filter cake was dissolved in water, and the solution was filtered and evaporated to dryness. The residual solid was washed with ethanol, filtered off and treated with an ethanolic solution of sodium etho... Reactants: CCOC(C)=O, OCc1cc(C(F)(F)F)no1, O=C(O)c1ccccc1I(=O)=O. Product: O=Cc1cc(C(F)(F)F)no1. RXN SMILES: [CH3:24][CH2:25][O:26][C:27](=[O:28])[CH3:29].[F:13][C:14]([c:15]1[n:16][o:17][c:18]([CH2:20][OH:21])[cH:19]1)([F:22])[F:23].[I:1]([c:2]1[cH:3][cH:4][cH:5][cH:6][c:7]1[C:8]([OH:9])=[O:10])(=[O:11])=[O:12]>>[F:13][C:14]([c:15]1[n:16][o:17][c:18]([CH:20]=[O:21])[cH:19]1)([F:22])[F:23].